From a dataset of the Open Reaction Database (ORD), a public repository of structured organic reaction records. describe an organic reaction: reactants, conditions, products, and yield Reactants: NC1=NC(=CC(=N1)C(=O)NCC1=NC(=CC=C1)COC(C1=CC=CC=C1)(C1=CC=CC=C1)C1=CC=CC=C1)C=1OC=CC1 (2-amino-6-(2-furyl)-N-(6-(triphenylmethoxymethyl)pyridin-2-ylmethyl)pyrimidine-4-carboxamide), 4-M, Cl (HCl), O1CCOCC1 (dioxane). The solvent is CO (MeOH). Conditions: time 20 hour. Yields the product NC1=NC(=CC(=N1)C(=O)NCC1=NC(=CC=C1)CO)C=1OC=CC1 (2-Amino-6-(2-furyl)-N-(6-hydroxymethylpyridin-2-ylmethyl)pyrimidine-4-carboxamide). Isolated yield 61.0%. As a reaction SMILES: [NH2:1][C:2]1[N:7]=[C:6]([C:8]([NH:10][CH2:11][C:12]2[CH:17]=[CH:16][CH:15]=[C:14]([CH2:18][O:19]C(C3C=CC=CC=3)(C3C=CC=CC=3)C3C=CC=CC=3)[N:13]=2)=[O:9])[CH:5]=[C:4]([C:39]2[O:40][CH:41]=[CH:42][CH:43]=2)[N:3]=1.Cl.O1CCOCC1>CO>[NH2:1][C:2]1[N:7]=[C:6]([C:8]([NH:10][CH2:11][C:12]2[CH:17]=[CH:16][CH:15]=[C:14]([CH2:18][OH:19])[N:13]=2)=[O:9])[CH:5]=[C:4]([C:39]2[O:40][CH:41]=[CH:42][CH:43]=2)[N:3]=1. Procedure: A solution of 2-amino-6-(2-furyl)-N-(6-(triphenylmethoxymethyl)pyridin-2-ylmethyl)pyrimidine-4-carboxamide (3.41 g, 6 mmol) in MeOH (50 mL) was treated with 4-M HCl in dioxane (7.5 mL, 30 mmol), stirred at room temperature for 20 h and concentrated in vacuo. The residue was diluted with water (50 mL) basified with 5-M NaOH, extracted with EtOAc (2×25 mL) and the combined organic phase washed with brine (25 mL), dried (MgSO4) and concentrated in vacuo to give the title compound (1.19 g, 61%) as a... RXN SMILES: [CH3:11][CH:12]([CH2:13][CH2:14][NH:15][C:16](=[O:17])[c:18]1[n:19][n:20][c:21]([N:24]2[CH2:25][CH2:26][NH:27][CH2:28][CH2:29]2)[cH:22][cH:23]1)[CH3:30].[Cl:1][c:2]1[cH:3][cH:4][cH:5][c:6]([C:8](=[O:9])[OH:10])[n:7]1>>[Cl:1][c:2]1[cH:3][cH:4][cH:5][c:6]([C:8](=[O:10])[N:27]2[CH2:26][CH2:25][N:24]([c:21]3[n:20][n:19][c:18]([C:16]([NH:15][CH2:14][CH2:13][CH:12]([CH3:11])[CH3:30])=[O:17])[cH:23][cH:22]3)[CH2:29][CH2:28]2)[n:7]1. Starting materials: CC(C)CCNC(=O)c1ccc(N2CCNCC2)nn1, O=C(O)c1cccc(Cl)n1. Product: CC(C)CCNC(=O)c1ccc(N2CCN(C(=O)c3cccc(Cl)n3)CC2)nn1. The reactants are O=C([O-])[O-], CNCC=CC#CC(C)(C)C, CCOC(C)=O, CS(C)=O, ClCc1cccc2ccccc12, Cl, [K+], [K+]. Yields the product CN(CC=CC#CC(C)(C)C)Cc1cccc2ccccc12, Cl. RXN SMILES: [C:25](=[O:26])([O-:27])[O-:28].[CH3:14][C:15]([C:16]#[C:17][CH:18]=[CH:19][CH2:20][NH:21][CH3:22])([CH3:23])[CH3:24].[CH3:31][CH2:32][O:33][C:34](=[O:35])[CH3:36].[CH3:37][S:38](=[O:39])[CH3:40].[Cl:1][CH2:2][c:3]1[cH:4][cH:5][cH:6][c:7]2[cH:8][cH:9][cH:10][cH:11][c:12]12.[ClH:13].[K+:29].[K+:30]>>[CH2:2]([c:3]1[cH:4][cH:5][cH:6][c:7]2[cH:8][cH:9][cH:10][cH:11][c:12]12)[N:21]([CH2:20][CH:19]=[CH:18][C:17]#[C:16][C:15]([CH3:14])([CH3:23])[CH3:24])[CH3:22].[ClH:1]. Reactants: ClCCl, CCN(C(C)C)C(C)C, O=S(=O)(Cl)c1ccc(Cl)cc1, Cl, COc1cc(-c2nc3sccn3c2-c2ccnc(NC3CCCNC3)n2)ccc1F. The product is COc1cc(-c2nc3sccn3c2-c2ccnc(NC3CCCN(S(=O)(=O)c4ccc(Cl)cc4)C3)n2)ccc1F. Reaction SMILES: [CH2:52]([Cl:53])[Cl:54].[CH:32]([N:33]([CH2:34][CH3:35])[CH:36]([CH3:37])[CH3:38])([CH3:39])[CH3:40].[Cl:41][c:42]1[cH:43][cH:44][c:45]([S:48](=[O:49])(=[O:50])[Cl:51])[cH:46][cH:47]1.[ClH:1].[F:2][c:3]1[c:4]([O:30][CH3:31])[cH:5][c:6](-[c:9]2[n:10][c:11]3[s:12][cH:13][cH:14][n:15]3[c:16]2-[c:17]2[n:18][c:19]([NH:23][CH:24]3[CH2:25][NH:26][CH2:27][CH2:28][CH2:29]3)[n:20][cH:21][cH:22]2)[cH:7][cH:8]1>>[F:2][c:3]1[c:4]([O:30][CH3:31])[cH:5][c:6](-[c:9]2[n:10][c:11]3[s:12][cH:13][cH:14][n:15]3[c:16]2-[c:17]2[n:18][c:19]([NH:23][CH:24]3[CH2:25][N:26]([S:48]([c:45]4[cH:44][cH:43][c:42]([Cl:41])[cH:47][cH:46]4)(=[O:49])=[O:50])[CH2:27][CH2:28][CH2:29]3)[n:20][cH:21][cH:22]2)[cH:7][cH:8]1. Starting materials: O=C(N=C=S)c1ccccc1, CC(C)=O, CCn1c(-c2cccc(N)c2)c(C#N)c2ccc(OC)cc21. The product is CCn1c(-c2cccc(NC(=S)NC(=O)c3ccccc3)c2)c(C#N)c2ccc(OC)cc21. Reaction SMILES: [C:23]([c:24]1[cH:25][cH:26][cH:27][cH:28][cH:29]1)(=[O:30])[N:31]=[C:32]=[S:33].[CH3:34][C:35](=[O:36])[CH3:37].[NH2:1][c:2]1[cH:3][c:4](-[c:8]2[n:9]([CH2:21][CH3:22])[c:10]3[cH:11][c:12]([O:19][CH3:20])[cH:13][cH:14][c:15]3[c:16]2[C:17]#[N:18])[cH:5][cH:6][cH:7]1>>[NH:1]([c:2]1[cH:3][c:4](-[c:8]2[n:9]([CH2:21][CH3:22])[c:10]3[cH:11][c:12]([O:19][CH3:20])[cH:13][cH:14][c:15]3[c:16]2[C:17]#[N:18])[cH:5][cH:6][cH:7]1)[C:32]([NH:31][C:23]([c:24]1[cH:25][cH:26][cH:27][cH:28][cH:29]1)=[O:30])=[S:33]. The reactants are FC(CC1CCNCC1)C1=C(C=CC=C1)F (4-[2-fluoro-2-(2-fluorophenyl)ethyl]piperidine), C(C)(C)(C)OC=1C(=NC=CN1)C=O (3-tert-butoxy-2-pyrazinecarboxaldehyde), C(C)(=O)O[BH-](OC(C)=O)OC(C)=O.[Na+] (sodium triacetoxyborohydride), [OH-].[Na+] (sodium hydroxide). Run in O1CCCC1 (tetrahydrofuran), C(C)(=O)OCC (ethyl acetate). Run at time 8 hour. The product is FC(CC1CCN(CC1)CC=1C(NC=CN1)=O)C1=C(C=CC=C1)F (3-[4-[2-Fluoro-2-(2-fluorophenyl)ethyl]piperidino]methyl-1H-pyrazin-2-one). Isolated yield 5.3%. As a reaction SMILES: [F:1][CH:2]([C:10]1[CH:15]=[CH:14][CH:13]=[CH:12][C:11]=1[F:16])[CH2:3][CH:4]1[CH2:9][CH2:8][NH:7][CH2:6][CH2:5]1.C([O:21][C:22]1[C:23]([CH:28]=O)=[N:24][CH:25]=[CH:26][N:27]=1)(C)(C)C.C(O[BH-](OC(=O)C)OC(=O)C)(=O)C.[Na+].[OH-].[Na+]>O1CCCC1.C(OCC)(=O)C>[F:1][CH:2]([C:10]1[CH:15]=[CH:14][CH:13]=[CH:12][C:11]=1[F:16])[CH2:3][CH:4]1[CH2:5][CH2:6][N:7]([CH2:28][C:23]2[C:22](=[O:21])[NH:27][CH:26]=[CH:25][N:24]=2)[CH2:8][CH2:9]1 |f:2.3,4.5|. Procedure: After dissolving 64 mg of 4-[2-fluoro-2-(2-fluorophenyl)ethyl]piperidine in 3 ml of tetrahydrofuran, 61 mg of 3-tert-butoxy-2-pyrazinecarboxaldehyde and 90 mg of sodium triacetoxyborohydride were added while stirring, and the stirring was continued overnight at room temperature. A 1N sodium hydroxide solution was added to the reaction mixture and extraction was performed with ethyl acetate. The organic layer was washed with saturated brine and dried over anhydrous magnesium sulfate, and then the... Reactants: OCCCC1CCCCC1, O=[N+]([O-])c1ccc(-n2nnnc2Cl)cc1, [H-], [Na+], C1CCOC1. Product: O=[N+]([O-])c1ccc(-n2nnnc2OCCCC2CCCCC2)cc1. RXN SMILES: [CH:1]1([CH2:7][CH2:8][CH2:9][OH:10])[CH2:2][CH2:3][CH2:4][CH2:5][CH2:6]1.[Cl:13][c:14]1[n:15][n:16][n:17][n:18]1-[c:19]1[cH:20][cH:21][c:22]([N+:25](=[O:26])[O-:27])[cH:23][cH:24]1.[H-:12].[Na+:11].[O:28]1[CH2:29][CH2:30][CH2:31][CH2:32]1>>[CH:1]1([CH2:7][CH2:8][CH2:9][O:10][c:14]2[n:15][n:16][n:17][n:18]2-[c:19]2[cH:20][cH:21][c:22]([N+:25](=[O:26])[O-:27])[cH:23][cH:24]2)[CH2:2][CH2:3][CH2:4][CH2:5][CH2:6]1.